Dataset: the Open Reaction Database (ORD), a public repository of structured organic reaction records. Task: describe an organic reaction: reactants, conditions, products, and yield Reaction SMILES: [N+:1]([C:4]1[N:8]([CH2:9][CH3:10])[C:7]([C:11]2[N:15]3[N:16]=[C:17](Cl)[CH:18]=[CH:19][C:14]3=[N:13][N:12]=2)=[N:6][CH:5]=1)([O-:3])=[O:2].O1CCOCC1.O.[NH2:28][NH2:29]>CO>[N+:1]([C:4]1[N:8]([CH2:9][CH3:10])[C:7]([C:11]2[N:15]3[N:16]=[C:17]([NH:28][NH2:29])[CH:18]=[CH:19][C:14]3=[N:13][N:12]=2)=[N:6][CH:5]=1)([O-:3])=[O:2] |f:2.3|. Yields the product [N+](=O)([O-])C1=CN=C(N1CC)C1=NN=C2N1N=C(C=C2)NN (3-(5-Nitro-1-ethyl-2-imidazolyl)-6-hydrazino-s-triazolo[4,3-b]pyridazine). Starting materials: [N+](=O)([O-])C1=CN=C(N1CC)C1=NN=C2N1N=C(C=C2)Cl (3-(5-nitro-1-ethyl-2-imidazolyl)-6-chloro-s-triazolo[4,3-b]pyridazine), O1CCOCC1 (dioxan), O.NN (hydrazine hydrate). Reported procedure: 3 g. 3-(5-nitro-1-ethyl-2-imidazolyl)-6-chloro-s-triazolo[4,3-b]pyridazine were dissolved in 30 ml. of a mixture of dioxan and methanol (1:1) and 3 ml. hydrazine hydrate were added thereto at 20° - 25° C., while stirring. The reaction mixture was further stirred for 45 minutes and the separated crystals were filtered off with suction, washed with a mixture of dioxan and methanol (1:1) and dried in a vacuum at 120° C. There was thus obtained 0.66 g. of the desired 3-(5-nitro-1-ethyl-2-imidazolyl)... Run in CO (methanol). The reactants are CCOC(=O)C(Nc1ccc(C(=N)NO)cc1)c1cc(OCC)cc(OCC)c1F, C1CCOC1, Cl, [Na+], [OH-]. As a reaction SMILES: [CH2:1]([CH3:2])[O:3][C:4]([CH:5]([NH:6][c:7]1[cH:8][cH:9][c:10]([C:13]([NH:14][OH:15])=[NH:16])[cH:11][cH:12]1)[c:17]1[c:18]([F:29])[c:19]([O:26][CH2:27][CH3:28])[cH:20][c:21]([O:23][CH2:24][CH3:25])[cH:22]1)=[O:30].[CH2:34]1[O:35][CH2:36][CH2:37][CH2:38]1.[ClH:33].[Na+:32].[OH-:31]>>[O:3]=[C:4]([CH:5]([NH:6][c:7]1[cH:8][cH:9][c:10]([C:13]([NH:14][OH:15])=[NH:16])[cH:11][cH:12]1)[c:17]1[c:18]([F:29])[c:19]([O:26][CH2:27][CH3:28])[cH:20][c:21]([O:23][CH2:24][CH3:25])[cH:22]1)[OH:30]. Yields the product CCOc1cc(OCC)c(F)c(C(Nc2ccc(C(=N)NO)cc2)C(=O)O)c1. Reactants: O=C([O-])[O-], CC(=O)OCc1cc2c(F)ccc(F)c2o1, CCOC(C)=O, CO, [K+], [K+]. Product: Oc1cc2c(F)ccc(F)c2o1. As a reaction SMILES: [C:17]([O-:18])(=[O:19])[O-:20].[C:1]([O:2][CH2:3][c:6]1[o:7][c:8]2[c:9]([cH:10]1)[c:11]([F:16])[cH:12][cH:13][c:14]2[F:15])(=[O:4])[CH3:5].[CH3:23][CH2:24][O:25][C:26](=[O:27])[CH3:28].[CH3:29][OH:30].[K+:21].[K+:22]>>[c:6]1([OH:18])[o:7][c:8]2[c:9]([cH:10]1)[c:11]([F:16])[cH:12][cH:13][c:14]2[F:15]. Reactants: CCCc1c(OCc2ccc(C(C)c3cccc(C#N)c3)cc2)ccc(C(C)=O)c1O, CCCc1c(OCc2ccc(C(F)c3cccc(-c4nnn[nH]4)c3)cc2)ccc(C(C)=O)c1O. The product is CCCc1c(OCc2ccc(C(C)c3cccc(-c4nnn[nH]4)c3)cc2)ccc(C(C)=O)c1O. As a reaction SMILES: [C:35]([c:36]1[cH:37][cH:38][c:39]([O:40][CH2:41][c:42]2[cH:43][cH:44][c:45]([CH:46]([c:47]3[cH:48][c:49]([C:53]#[N:54])[cH:50][cH:51][cH:52]3)[CH3:55])[cH:56][cH:57]2)[c:58]([CH2:59][CH2:60][CH3:61])[c:62]1[OH:63])(=[O:64])[CH3:65].[F:1][CH:2]([c:3]1[cH:4][cH:5][c:6]([CH2:7][O:8][c:9]2[c:10]([CH2:19][CH2:20][CH3:21])[c:11]([OH:18])[c:12]([C:15]([CH3:16])=[O:17])[cH:13][cH:14]2)[cH:22][cH:23]1)[c:24]1[cH:25][c:26](-[c:30]2[n:31][n:32][n:33][nH:34]2)[cH:27][cH:28][cH:29]1>>[CH:2]([c:3]1[cH:4][cH:5][c:6]([CH2:7][O:8][c:9]2[c:10]([CH2:19][CH2:20][CH3:21])[c:11]([OH:18])[c:12]([C:15]([CH3:16])=[O:17])[cH:13][cH:14]2)[cH:22][cH:23]1)([c:24]1[cH:25][c:26](-[c:30]2[n:31][n:32][n:33][nH:34]2)[cH:27][cH:28][cH:29]1)[CH3:35]. Starting materials: CC=1C=CC(=CC1NC=2N=CC=C(N2)C=3C=CC=NC3)NC(=O)C=4C=CC(=CC4)CN5CCN(CC5)C (imatinib), 4-methyl-N-3-(4-pyridin-3-yl-pyrimidin-2-yl)benzene-1,3-diamine, ClCC1=CC=C(C(=O)Cl)C=C1 (4-chloromethylbenzoyl chloride). Product: ClCC1=CC=C(C(=O)NC2=CC(=C(C=C2)C)NC2=NC=CC(=N2)C=2C=NC=CC2)C=C1 (4-chloromethyl-N-(4-methyl-3-((4-pyridin-3-yl)-pyrimidin-2-ylamino)-phenyl)-benzamide). Reaction SMILES: [CH3:1][C:2]1[CH:3]=[CH:4][C:5]([NH:21][C:22]([C:24]2[CH:25]=[CH:26][C:27]([CH2:30]N3CCN(C)CC3)=[CH:28][CH:29]=2)=[O:23])=[CH:6][C:7]=1[NH:8][C:9]1[N:10]=[CH:11][CH:12]=[C:13]([C:15]2[CH:16]=[CH:17][CH:18]=[N:19][CH:20]=2)[N:14]=1.[Cl:38]CC1C=CC(C(Cl)=O)=CC=1>>[Cl:38][CH2:30][C:27]1[CH:28]=[CH:29][C:24]([C:22]([NH:21][C:5]2[CH:4]=[CH:3][C:2]([CH3:1])=[C:7]([NH:8][C:9]3[N:14]=[C:13]([C:15]4[CH:20]=[N:19][CH:18]=[CH:17][CH:16]=4)[CH:12]=[CH:11][N:10]=3)[CH:6]=2)=[O:23])=[CH:25][CH:26]=1. Procedure details: Scheme 3 illustrates a third synthetic pathway for preparation of imatinib base, referred to herein as “Method C.” This method is described in WO 2004/108699 and in J. Med. Chem. 2005, 48(1), 249-255, and comprises the condensation of 4-methyl-N-3-(4-pyridin-3-yl-pyrimidin-2-yl)benzene-1,3-diamine with 4-chloromethylbenzoyl chloride to yield 4-chloromethyl-N-(4-methyl-3-((4-pyridin-3-yl)-pyrimidin-2-ylamino)-phenyl)-benzamide, followed by the reaction of 4-chloromethyl-N-(4-methyl-3-((4-pyridin-... Reactants: CC(C)(C)Nc1c(-c2ncc(Br)s2)nc2sccn12, C#Cc1ccccn1, [Cu]I, CN(C)C=O, O, Cl[Pd]Cl, c1ccc(P(c2ccccc2)c2ccccc2)cc1, c1ccc(P(c2ccccc2)c2ccccc2)cc1. Product: CC(C)(C)Nc1c(-c2ncc(C#Cc3ccccn3)s2)nc2sccn12. As a reaction SMILES: [Br:1][c:2]1[cH:3][n:4][c:5](-[c:7]2[n:8][c:9]3[s:10][cH:11][cH:12][n:13]3[c:14]2[NH:15][C:16]([CH3:17])([CH3:18])[CH3:19])[s:6]1.[C:20](#[CH:21])[c:22]1[n:23][cH:24][cH:25][cH:26][cH:27]1.[Cu:75][I:76].[O:28]=[CH:29][N:30]([CH3:31])[CH3:32].[OH2:33].[Pd:34]([Cl:35])[Cl:36].[c:37]1([P:38]([c:39]2[cH:40][cH:41][cH:42][cH:43][cH:44]2)[c:45]2[cH:46][cH:47][cH:48][cH:49][cH:50]2)[cH:51][cH:52][cH:53][cH:54][cH:55]1.[c:56]1([P:57]([c:58]2[cH:59][cH:60][cH:61][cH:62][cH:63]2)[c:64]2[cH:65][cH:66][cH:67][cH:68][cH:69]2)[cH:70][cH:71][cH:72][cH:73][cH:74]1>>[c:2]1([C:21]#[C:20][c:22]2[n:23][cH:24][cH:25][cH:26][cH:27]2)[cH:3][n:4][c:5](-[c:7]2[n:8][c:9]3[s:10][cH:11][cH:12][n:13]3[c:14]2[NH:15][C:16]([CH3:17])([CH3:18])[CH3:19])[s:6]1.